Dataset: the Open Reaction Database (ORD), a public repository of structured organic reaction records. Task: describe an organic reaction: reactants, conditions, products, and yield Reactants: BrC1=CC=C(C=C1)O[Si](C)(C)C(C)(C)C (1-bromo-4-(t-butyldimethylsiloxy)benzene), C(CC)[Si]1(CCC(CC1)C1CCC(CC1)=O)C1=CC=CC=C1 (4-(4-n-propyl-4-phenyl-4-silacyclohexyl)cyclohexanone), BrCCC(F)(F)F (1-bromo-3,3,3-trifluoro-n-propane). Product: C(CCCC)[Si@@H]1CC[C@H](CC1)[C@@H]1CC[C@H](CC1)C1=CC=C(C=C1)OCCC(F)(F)F (4-(trans-4-(trans-4-n-pentyl-4-silacyclohexyl)cyclohexyl)-1-(3,3 ,3-trifluoro-n-propoxy)benzene). RXN SMILES: Br[C:2]1[CH:7]=[CH:6][C:5]([O:8][Si](C(C)(C)C)(C)C)=[CH:4][CH:3]=1.C([Si:19]1([C:32]2[CH:37]=[CH:36][CH:35]=[CH:34]C=2)[CH2:24][CH2:23][CH:22]([CH:25]2[CH2:30][CH2:29][C:28](=O)[CH2:27][CH2:26]2)[CH2:21][CH2:20]1)CC.Br[CH2:39][CH2:40][C:41]([F:44])([F:43])[F:42]>>[CH2:32]([Si@H:19]1[CH2:20][CH2:21][C@H:22]([C@H:25]2[CH2:26][CH2:27][C@H:28]([C:2]3[CH:3]=[CH:4][C:5]([O:8][CH2:39][CH2:40][C:41]([F:44])([F:43])[F:42])=[CH:6][CH:7]=3)[CH2:29][CH2:30]2)[CH2:23][CH2:24]1)[CH2:37][CH2:36][CH2:35][CH3:34]. Reported procedure: The general procedure of Example 1 was repeated using 1-bromo-4-(t-butyldimethylsiloxy)benzene, 4-(4-n-propyl-4-phenyl-4-silacyclohexyl)cyclohexanone and 1-bromo-3,3,3-trifluoro-n-propane, thereby obtaining the intended compound. Reaction SMILES: [CH3:1][C:2]1[C:6]([C:7]2[CH:8]=[C:9]3[C:13](=[CH:14][CH:15]=2)[NH:12][C:11](=[O:16])[C:10]3([CH2:23][C:24](OC)=[O:25])[C:17]2[CH:22]=[CH:21][CH:20]=[CH:19][CH:18]=2)=[C:5]([CH3:28])[O:4][N:3]=1.[BH4-].[Na+]>CCO>[CH3:1][C:2]1[C:6]([C:7]2[CH:8]=[C:9]3[C:13](=[CH:14][CH:15]=2)[NH:12][C:11](=[O:16])[C:10]3([CH2:23][CH2:24][OH:25])[C:17]2[CH:22]=[CH:21][CH:20]=[CH:19][CH:18]=2)=[C:5]([CH3:28])[O:4][N:3]=1 |f:1.2|. Reaction conditions: temperature 0 celsius. Starting materials: CC1=NOC(=C1C=1C=C2C(C(NC2=CC1)=O)(C1=CC=CC=C1)CC(=O)OC)C (methyl 2-(5-(3,5-dimethylisoxazol-4-yl)-2-oxo-3-phenylindolin-3-yl)acetate), [BH4-].[Na+] (NaBH4). Run in CCO (EtOH). Reported procedure: To a solution of methyl 2-(5-(3,5-dimethylisoxazol-4-yl)-2-oxo-3-phenylindolin-3-yl)acetate (50 mg, 0.13 mmol) in EtOH (20 mL) was added NaBH4 (49 mg, 1.3 mmol), the reaction mixture was stirred at reflux for 3.0 h. After cooling to 0° C., the reaction was quenched by addition of aq. saturated NH4Cl (2 mL) solution. The mixture was diluted with water (10 mL) and extracted with EtOAc (15 mL). The organic layer was washed with brine, dried over anhydrous MgSO4, filtered and evaporated in vacuo to ... The yield is 22.1%. Yields the product CC1=NOC(=C1C=1C=C2C(C(NC2=CC1)=O)(C1=CC=CC=C1)CCO)C (5-(3,5-Dimethylisoxazol-4-yl)-3-(2-hydroxyethyl)-3-phenylindolin-2-one). Reactants: C=CCOC1CC(N)c2cc(OC)ccc21, CC#N, O=C(NC(Cc1cc(F)cc(F)c1)C1CO1)OCc1ccccc1. The product is C=CCOC1CC(NCC(O)C(Cc2cc(F)cc(F)c2)NC(=O)OCc2ccccc2)c2cc(OC)ccc21. Reaction SMILES: [CH2:25]([CH:26]=[CH2:27])[O:28][CH:29]1[CH2:30][CH:31]([NH2:40])[c:32]2[cH:33][c:34]([O:38][CH3:39])[cH:35][cH:36][c:37]21.[CH3:41][C:42]#[N:43].[F:1][c:2]1[cH:3][c:4]([CH2:9][CH:10]([CH:11]2[O:12][CH2:13]2)[NH:14][C:15]([O:16][CH2:17][c:18]2[cH:19][cH:20][cH:21][cH:22][cH:23]2)=[O:24])[cH:5][c:6]([F:8])[cH:7]1>>[F:1][c:2]1[cH:3][c:4]([CH2:9][CH:10]([CH:11]([OH:12])[CH2:13][NH:40][CH:31]2[CH2:30][CH:29]([O:28][CH2:25][CH:26]=[CH2:27])[c:37]3[c:32]2[cH:33][c:34]([O:38][CH3:39])[cH:35][cH:36]3)[NH:14][C:15]([O:16][CH2:17][c:18]2[cH:19][cH:20][cH:21][cH:22][cH:23]2)=[O:24])[cH:5][c:6]([F:8])[cH:7]1. As a reaction SMILES: [C:1]([O:2][C:3](=[O:4])[NH:7][CH2:8][CH2:9][CH2:10][CH2:11][NH:12][S:13](=[O:14])(=[O:15])[c:16]1[cH:17][cH:18][c:19]([CH2:22][N:23]([CH2:24][c:25]2[n:26]([CH3:30])[cH:27][cH:28][n:29]2)[CH2:31][c:32]2[nH:33][cH:34][cH:35][n:36]2)[cH:20][cH:21]1)([CH3:5])([CH3:6])[CH3:37].[CH3:47][OH:48].[ClH:44].[Na+:46].[O:38]1[CH2:39][CH2:40][O:41][CH2:42][CH2:43]1.[OH-:45]>>[NH2:7][CH2:8][CH2:9][CH2:10][CH2:11][NH:12][S:13](=[O:14])(=[O:15])[c:16]1[cH:17][cH:18][c:19]([CH2:22][N:23]([CH2:24][c:25]2[n:26]([CH3:30])[cH:27][cH:28][n:29]2)[CH2:31][c:32]2[n:33][cH:34][cH:35][nH:36]2)[cH:20][cH:21]1. The reactants are Cn1ccnc1CN(Cc1ccc(S(=O)(=O)NCCCCNC(=O)OC(C)(C)C)cc1)Cc1ncc[nH]1, CO, Cl, [Na+], C1COCCO1, [OH-]. Yields the product Cn1ccnc1CN(Cc1ccc(S(=O)(=O)NCCCCN)cc1)Cc1ncc[nH]1.